This data is from the Open Reaction Database (ORD), a public repository of structured organic reaction records. The task is: describe an organic reaction: reactants, conditions, products, and yield Reactants: C1CCOC1, CI, CCOC(C)=O, COC1=NC(C(O)c2ccc(C(F)(F)F)cc2)C(OC)=NC1C(C)C, [H-], [Na+]. Product: COC1=NC(C(OC)c2ccc(C(F)(F)F)cc2)C(OC)=NC1C(C)C. RXN SMILES: [CH2:26]1[O:27][CH2:28][CH2:29][CH2:30]1.[CH3:31][I:32].[CH3:35][CH2:36][O:37][C:38]([CH3:39])=[O:40].[CH:1]([CH3:2])([CH3:3])[CH:4]1[N:5]=[C:6]([O:24][CH3:25])[CH:7]([CH:12]([OH:13])[c:14]2[cH:15][cH:16][c:17]([C:20]([F:21])([F:22])[F:23])[cH:18][cH:19]2)[N:8]=[C:9]1[O:10][CH3:11].[H-:33].[Na+:34]>>[CH:1]([CH3:2])([CH3:3])[CH:4]1[N:5]=[C:6]([O:24][CH3:25])[CH:7]([CH:12]([O:13][CH3:26])[c:14]2[cH:15][cH:16][c:17]([C:20]([F:21])([F:22])[F:23])[cH:18][cH:19]2)[N:8]=[C:9]1[O:10][CH3:11]. Reactants: Brc1ccc(Br)cc1, COC(=O)C1CO1, [Li]C(C)(C)C, CCCCC, [Cl-], N#C[Cu]C#N, [NH4+]. The product is COC(=O)C(O)Cc1ccc(Br)cc1. As a reaction SMILES: [Br:6][c:7]1[cH:8][cH:9][c:10]([Br:11])[cH:12][cH:13]1.[C:19]([CH:20]1[CH2:21][O:22]1)(=[O:23])[O:24][CH3:25].[C:1]([Li:2])([CH3:3])([CH3:4])[CH3:5].[CH3:28][CH2:29][CH2:30][CH2:31][CH3:32].[Cl-:26].[Cu:14]([C:15]#[N:16])[C:17]#[N:18].[NH4+:27]>>[c:7]1([CH2:21][CH:20]([C:19](=[O:23])[O:24][CH3:25])[OH:22])[cH:8][cH:9][c:10]([Br:11])[cH:12][cH:13]1. As a reaction SMILES: [CH3:1][CH:2]([CH2:10][C:11]1[CH:16]=[CH:15][CH:14]=[CH:13][CH:12]=1)[CH2:3][N:4]1[CH2:9][CH2:8][CH2:7][CH2:6][CH2:5]1.C(Cl)Cl.S(=O)(=O)(O)O.[C:25](O)([CH3:28])([CH3:27])[CH3:26]>[Cl-].[Na+].O>[C:25]([C:14]1[CH:15]=[CH:16][C:11]([CH2:10][CH:2]([CH3:1])[CH2:3][N:4]2[CH2:5][CH2:6][CH2:7][CH2:8][CH2:9]2)=[CH:12][CH:13]=1)([CH3:28])([CH3:27])[CH3:26] |f:4.5.6|. Procedure: 100 g of 1-(2-methyl-3-phenyl-propyl)-piperidine are added to 375 ml of methylene chloride. 255 g of 95-96% sulfuric acid are then added dropwise over a 1.5 hour period with rapid stirring while cooling with brine to an internal temperature of 10° C. The mixture is warmed to 20° C. and 42.5 g of tert.-butanol are added dropwise. The mixture is reacted at room temperature for 2 hours. The work-up is analogous to that described in Example 1. The crude product is purified by fractional distillation... Run in [Cl-].[Na+].O (brine). Yields the product C(C)(C)(C)C1=CC=C(C=C1)CC(CN1CCCCC1)C (1-[3-(p-tert.butyl-phenyl)-2-methyl-propyl]-piperidine). Conditions: temperature 20 celsius. The reactants are C(C)(C)(C)O (tert.-butanol), CC(CN1CCCCC1)CC1=CC=CC=C1 (1-(2-methyl-3-phenyl-propyl)-piperidine), C(Cl)Cl (methylene chloride), S(O)(O)(=O)=O (sulfuric acid). Starting materials: BH3-DMS, [N+](=O)([O-])C=1C=C2CC(CC2=CC1)C(=O)O (5-Nitro-2-indanecarboxylic Acid). The solvent is C1CCOC1 (THF). Run at temperature 20 celsius, time 30 minute. The product is [N+](=O)([O-])C=1C=C2CC(CC2=CC1)CO ((5-Nitro-2,3-dihydro-1H-inden-2-yl)methanol). Isolated yield 58.5%. RXN SMILES: [N+:1]([C:4]1[CH:5]=[C:6]2[C:10](=[CH:11][CH:12]=1)[CH2:9][CH:8]([C:13](O)=[O:14])[CH2:7]2)([O-:3])=[O:2]>C1COCC1>[N+:1]([C:4]1[CH:5]=[C:6]2[C:10](=[CH:11][CH:12]=1)[CH2:9][CH:8]([CH2:13][OH:14])[CH2:7]2)([O-:3])=[O:2]. Procedure details: BH3-DMS (10 M, 1.30 mL, 13.0 mmol) was added to a stirred solution of acid 119 (2.07 g, 10.0 mmol) in dry THF (30 mL) at 20° C. under N2 and the mixture was stirred at 20° C. for 30 min. The reaction was quenched with MeOH and the solvent evaporated to give a brown oil which was purified by chromatography, eluting with a gradient (0-20%) of EtOAc/pet. ether, to give alcohol 120 (1.13 g, 59%) as an oil: 1H NMR δ 8.01-8.07 (m, 2H, H-4, H-6), 7.32 (d, J=8.0 Hz, 1H, H-7), 3.68 (d, J=5.8 Hz, 2H, CH2O... Starting materials: C(C1=CC=CC=C1)O[C@H]1[C@@H](C=CO[C@@H]1CO)O (4-O-benzyl-D-glucal), N1=CC=CC=C1 (pyridine), C(C)(=O)Cl (acetyl chloride). The solvent is ClCCl (dichloromethane). Conditions: temperature 0 celsius. The product is C(C)(=O)OC[C@@H]1[C@H]([C@@H](C=CO1)O)OCC1=CC=CC=C1 (6-O-acetyl-4-O-benzyl-D-glucal). The yield is 50.0%. Reaction SMILES: [CH2:1]([O:8][C@@H:9]1[C@@H:14]([CH2:15][OH:16])[O:13][CH:12]=[CH:11][C@H:10]1[OH:17])[C:2]1[CH:7]=[CH:6][CH:5]=[CH:4][CH:3]=1.N1C=CC=CC=1.[C:24](Cl)(=[O:26])[CH3:25]>ClCCl>[C:24]([O:16][CH2:15][C@H:14]1[O:13][CH:12]=[CH:11][C@@H:10]([OH:17])[C@@H:9]1[O:8][CH2:1][C:2]1[CH:3]=[CH:4][CH:5]=[CH:6][CH:7]=1)(=[O:26])[CH3:25]. Procedure: 4-O-benzyl-D-glucal (21.2 mmol) and pyridine (45 mmol), were dissolved in dichloromethane (100 mL). Obtained solution was cooled down to 0° C., and acetyl chloride (25 mmol) was added. The mixture was stirred at 0° C. After reaction was completed, the reaction mixture was washed with water (3×50 mL), dried over anhydrous sodium sulfate. Drying agent and solvent were removed and product was purified by column chromatography (Silicagel 60) using hexanes:ethyl acetate as eluents. Yield 50%. Starting materials: CCOC(=O)c1ncsc1NC(=O)OC(C)(C)C, O=C1CCC(=O)N1I, CN(C)C=O. Product: CCOC(=O)c1nc(I)sc1NC(=O)OC(C)(C)C. Reaction SMILES: [C:1]([CH3:2])([CH3:3])([CH3:4])[O:5][C:6](=[O:7])[NH:8][c:9]1[c:10]([C:14](=[O:15])[O:16][CH2:17][CH3:18])[n:11][cH:12][s:13]1.[I:19][N:20]1[C:21](=[O:22])[CH2:23][CH2:24][C:25]1=[O:26].[O:27]=[CH:28][N:29]([CH3:30])[CH3:31]>>[C:1]([CH3:2])([CH3:3])([CH3:4])[O:5][C:6](=[O:7])[NH:8][c:9]1[c:10]([C:14](=[O:15])[O:16][CH2:17][CH3:18])[n:11][c:12]([I:19])[s:13]1.